Dataset: the Open Reaction Database (ORD), a public repository of structured organic reaction records. Task: describe an organic reaction: reactants, conditions, products, and yield Starting materials: potassium hexamethyldisilylamide, Cl (hydrochloric acid), NC1=C(C(=O)OC)C=C(C=C1)C(=O)C1=C(C(=C2C(=CC=CN12)O)OC)C (methyl 2-amino-5-[(8-hydroxy-1-methoxy-2-methyl-indolizin-3-yl)carbonyl]benzoate), ICCOCCOCCOCCOCCOCCOCCI (1,20-diiodo-3,6,9,12,15,18-hexaoxaicosane). The solvent is O1CCCC1 (tetrahydrofuran). Reaction conditions: time 18 hour. Product: NC1=C(C(=O)OC)C=C(C=C1)C(=O)C1=C(C(=C2C(=CC=CN12)OCCOCCOCCOCCOCCOCCOCCI)OC)C (Methyl 2-amino-5-({8-[(20-iodo-3,6,9,12,15,18-hexaoxaicos-1-yl)oxy]-1-methoxy-2-methylindolizin-3-yl}carbonyl)benzoate). Isolated yield 52.8%. RXN SMILES: [NH2:1][C:2]1[CH:11]=[CH:10][C:9]([C:12]([C:14]2[N:22]3[C:17]([C:18]([OH:23])=[CH:19][CH:20]=[CH:21]3)=[C:16]([O:24][CH3:25])[C:15]=2[CH3:26])=[O:13])=[CH:8][C:3]=1[C:4]([O:6][CH3:7])=[O:5].[I:27][CH2:28][CH2:29][O:30][CH2:31][CH2:32][O:33][CH2:34][CH2:35][O:36][CH2:37][CH2:38][O:39][CH2:40][CH2:41][O:42][CH2:43][CH2:44][O:45][CH2:46][CH2:47]I.Cl>O1CCCC1>[NH2:1][C:2]1[CH:11]=[CH:10][C:9]([C:12]([C:14]2[N:22]3[C:17]([C:18]([O:23][CH2:47][CH2:46][O:45][CH2:44][CH2:43][O:42][CH2:41][CH2:40][O:39][CH2:38][CH2:37][O:36][CH2:35][CH2:34][O:33][CH2:32][CH2:31][O:30][CH2:29][CH2:28][I:27])=[CH:19][CH:20]=[CH:21]3)=[C:16]([O:24][CH3:25])[C:15]=2[CH3:26])=[O:13])=[CH:8][C:3]=1[C:4]([O:6][CH3:7])=[O:5]. Procedure: 12 ml (6.0 mmol) of potassium hexamethyldisilylamide (0.5 M solution in toluene) at −20° C. under nitrogen is added, dropwise, to the solution of 2.0 g (5.64 mmol) of methyl 2-amino-5-[(8-hydroxy-1-methoxy-2-methyl-indolizin-3-yl)carbonyl]benzoate (described in stage F of Example 1) in 56 ml of tetrahydrofuran. The formation of a red precipitate is observed. The mixture is allowed to return to ambient temperature and 18.5 g (33.9 mmol) of 1,20-diiodo-3,6,9,12,15,18-hexaoxaicosane are added (Exam...